The task is: describe an organic reaction: reactants, conditions, products, and yield. This data is from the Open Reaction Database (ORD), a public repository of structured organic reaction records. As a reaction SMILES: [CH2:17]([CH3:18])[O:19][c:20]1[n:21][c:22]([NH:32][CH3:33])[n:23][c:24]2[cH:25][cH:26][c:27]([CH:30]=[O:31])[cH:28][c:29]12.[CH2:43]1[CH2:44][CH2:45][NH:46][CH2:47][CH2:48]1.[CH3:49][c:50]1[cH:51][cH:52][cH:53][cH:54][cH:55]1.[Cl:1][c:2]1[c:3]([CH2:4][NH:5][C:6]2=[N:10][C:9](=[O:11])[CH2:8][S:7]2)[cH:12][cH:13][c:14]([F:16])[cH:15]1.[OH:34][C:35]([c:36]1[cH:37][cH:38][cH:39][cH:40][cH:41]1)=[O:42]>>[Cl:1][c:2]1[c:3]([CH2:4][NH:5][C:6]2=[N:10][C:9](=[O:11])[C:8](=[CH:30][c:27]3[cH:26][cH:25][c:24]4[n:23][c:22]([NH:32][CH3:33])[n:21][c:20]([O:19][CH2:17][CH3:18])[c:29]4[cH:28]3)[S:7]2)[cH:12][cH:13][c:14]([F:16])[cH:15]1. The reactants are CCOc1nc(NC)nc2ccc(C=O)cc12, C1CCNCC1, Cc1ccccc1, O=C1CSC(NCc2ccc(F)cc2Cl)=N1, O=C(O)c1ccccc1. Product: CCOc1nc(NC)nc2ccc(C=C3SC(NCc4ccc(F)cc4Cl)=NC3=O)cc12. Starting materials: CC1(C=C(N=CC1(C)C)B1OCCO1)C (4,4,5,5-tetramethyl-[1,3,2-dioxaborolan-2-yl)pyridine), C([O-])([O-])=O.[K+].[K+] (potassium carbonate), BrC=1SC=CC1 (2-bromothiophene), CCCCCCC (heptane). Reagents/catalysts: ClCCl.[Pd].ClC1=C([C-](C=C1)P(C1=CC=CC=C1)C1=CC=CC=C1)Cl.[C-]1(C=CC=C1)P(C1=CC=CC=C1)C1=CC=CC=C1.[Fe+2] (dichloro[1,1′-bis(diphenylphosphino)ferrocene]-palladium dichloromethane). The solvent is CN(C=O)C (dimethylformamide), CN(C=O)C (dimethylformamide), C(C)(=O)OCC (ethyl acetate). Conditions: temperature 107.5 celsius. Yields the product C(C)C=1C(=NC(=C(C1)C=1SC=CC1)C)OC (3-ethyl-2-methoxy-6-methyl-5-(thiophen-2-yl)pyridine). Yield: 94.0%. As a reaction SMILES: CC1(C)C(C)(C)C=[N:5][C:4](B2OCCO2)=C1.[C:16](=[O:19])([O-])[O-].[K+].[K+].Br[C:23]1[S:24][CH:25]=[CH:26][CH:27]=1.[CH3:28][CH2:29][CH2:30][CH2:31][CH2:32][CH2:33][CH3:34]>CN(C)C=O.C(OCC)(=O)C.ClCCl.[Pd].ClC1C=C[C-](P(C2C=CC=CC=2)C2C=CC=CC=2)C=1Cl.[C-]1(P(C2C=CC=CC=2)C2C=CC=CC=2)C=CC=C1.[Fe+2]>[CH2:29]([C:30]1[C:4]([O:19][CH3:16])=[N:5][C:33]([CH3:34])=[C:32]([C:23]2[S:24][CH:25]=[CH:26][CH:27]=2)[CH:31]=1)[CH3:28] |f:1.2.3,8.9.10.11.12|. Procedure details: Under a nitrogen atmosphere, a three neck round bottom flask is charged with 3-ethyl-2-methoxy-6-methyl-5-(4,4,5,5-tetramethyl-[1,3,2-dioxaborolan-2-yl)pyridine (7.8 g, 28.14 mmol) as prepared above, potassium carbonate (9.72 g, 70.33 mmol), and dichloro[1,1′-bis(diphenylphosphino)ferrocene]-palladium dichloromethane (1.23 mg, 1.68 mmol) followed by anhyd dimethylformamide (100 mL). To this is added a solution of 2-bromothiophene (9.2 g, 56.44 mmol) in dimethylformamide (10 mL) and the resulting...